This data is from the Open Reaction Database (ORD), a public repository of structured organic reaction records. The task is: describe an organic reaction: reactants, conditions, products, and yield Starting materials: NC(CCC(=O)OC)C1=C(C=CC=C1OC)OC (methyl 4-amino-4-(2,6-dimethoxyphenyl)butanoate), C1(=CC=CC=C1)C1=CC=CC(=N1)C=O (6-phenylpicolinaldehyde). Product: COC1=C(C(=CC=C1)OC)C1CCC(N1CC1=NC(=CC=C1)C1=CC=CC=C1)=O (5-(2,6-dimethoxyphenyl)-1-((6-phenylpyridin-2-yl)methyl)pyrrolidin-2-one). RXN SMILES: [NH2:1][CH:2]([C:9]1[C:14]([O:15][CH3:16])=[CH:13][CH:12]=[CH:11][C:10]=1[O:17][CH3:18])[CH2:3][CH2:4][C:5]([O:7]C)=O.[C:19]1([C:25]2[N:30]=[C:29]([CH:31]=O)[CH:28]=[CH:27][CH:26]=2)[CH:24]=[CH:23][CH:22]=[CH:21][CH:20]=1>>[CH3:18][O:17][C:10]1[CH:11]=[CH:12][CH:13]=[C:14]([O:15][CH3:16])[C:9]=1[CH:2]1[N:1]([CH2:31][C:29]2[CH:28]=[CH:27][CH:26]=[C:25]([C:19]3[CH:24]=[CH:23][CH:22]=[CH:21][CH:20]=3)[N:30]=2)[C:5](=[O:7])[CH2:4][CH2:3]1. Procedure: Prepared according to the described general procedure 2 (GP2) by reaction of methyl 4-amino-4-(2,6-dimethoxyphenyl)butanoate with 6-phenylpicolinaldehyde. Subsequent purification by preparative HPLC afforded the target compound. LC-MS (conditions A): tR=0.76 min.; [M+H]+: 389.14 g/mol. The reactants are O1CCC2=C1C=CC(=C2)/C=C/C(=O)OCC (Ethyl (E)-3-(2,3-dihydrobenzofuran-5-yl)propenoate), [H][H] (hydrogen). Reagents/catalysts: [Pd] (Pd/C). The solvent is C(C)(=O)O (acetic acid). Yields the product O1CCC2=C1C=CC(=C2)CCC(=O)OCC (Ethyl 3-(2,3-dihydrobenzofuran-5-yl)propionate), C(C)(=O)O (acetic acid). The yield is 8348.1%. As a reaction SMILES: [O:1]1[C:5]2[CH:6]=[CH:7][C:8](/[CH:10]=[CH:11]/[C:12]([O:14][CH2:15][CH3:16])=[O:13])=[CH:9][C:4]=2[CH2:3][CH2:2]1.[H][H]>C(O)(=O)C.[Pd]>[O:1]1[C:5]2[CH:6]=[CH:7][C:8]([CH2:10][CH2:11][C:12]([O:14][CH2:15][CH3:16])=[O:13])=[CH:9][C:4]=2[CH2:3][CH2:2]1.[C:12]([OH:14])(=[O:13])[CH3:11]. Procedure: Ethyl (E)-3-(2,3-dihydrobenzofuran-5-yl)propenoate (50.0 g, 227 mmol) was dissolved in acetic acid (312 g), and the reaction system was replaced with nitrogen. Then, 5% Pd/C (4.96 g, as dry weight) was added to the solution and pressurized with hydrogen to 196 to 294 kPa. The mixture was reacted at 50° C. for 1 hr under a pressure of 196 to 294 kPa. The catalyst was filtered, and washed with acetic acid (208 g) to give a solution of the title compound in acetic acid (amount 569 g, apparent yield...